From a dataset of the Open Reaction Database (ORD), a public repository of structured organic reaction records. describe an organic reaction: reactants, conditions, products, and yield As a reaction SMILES: [CH2:2]([CH2:3][CH2:4][CH3:5])[Mg+:6].[CH3:7][N:8]([C:9]1([C:19]#[N:20])[CH2:10][CH2:11][C:12]2([O:13][CH2:14][CH2:15][O:16]2)[CH2:17][CH2:18]1)[CH3:21].[Cl-:1].[Cl-:22].[NH4+:23].[O:25]1[CH2:26][CH2:27][CH2:28][CH2:29]1.[OH2:24]>>[CH2:2]([CH2:3][CH2:4][CH3:5])[C:9]1([N:8]([CH3:7])[CH3:21])[CH2:10][CH2:11][C:12]2([O:13][CH2:14][CH2:15][O:16]2)[CH2:17][CH2:18]1.[ClH:1]. Reactants: CCCC[Mg+], CN(C)C1(C#N)CCC2(CC1)OCCO2, [Cl-], [Cl-], [NH4+], C1CCOC1, O. Yields the product CCCCC1(N(C)C)CCC2(CC1)OCCO2, Cl. The reactants are C(=C)C1=CC2=CC=CC=C2C=C1 (2-vinylnaphthalene), N (ammonia), [NH2-].[Na+] (sodium amide), C(Cl)(Cl)Cl.[Br] (bromine chloroform), BrBr (bromine). Solvent: C(Cl)(Cl)Cl (chloroform). The product is C(#C)C1=CC2=CC=CC=C2C=C1 (2-ethynylnaphthalene). Reaction SMILES: [CH:1]([C:3]1[CH:12]=[CH:11][C:10]2[C:5](=[CH:6][CH:7]=[CH:8][CH:9]=2)[CH:4]=1)=[CH2:2].C(Cl)(Cl)Cl.[Br].BrBr.N.[NH2-].[Na+]>C(Cl)(Cl)Cl>[C:1]([C:3]1[CH:12]=[CH:11][C:10]2[C:5](=[CH:6][CH:7]=[CH:8][CH:9]=2)[CH:4]=1)#[CH:2] |f:1.2,5.6,^1:16|. Reported procedure: To a mixture of 15.5 g. of 2-vinylnaphthalene and 300 ml. of chloroform, a 5% bromine chloroform solution is added at -10° C until the bromine color persists. The mixture is then added to 200 ml. of ammonia containing 15 g. of sodium amide. The mixture is allowed to evaporate; the residue is extracted with diethyl ether. The extracts are combined, washed to neutrality with water, dried, and evaporated to yield 2-ethynylnaphthalene. The reactants are [Br-], C1CCOC1, CC(=O)O, C[Si](C)(C)C#CCCC1CO1, [Li+]. Product: C[Si](C)(C)C#CCCC(O)CBr. As a reaction SMILES: [Br-:16].[CH2:18]1[O:19][CH2:20][CH2:21][CH2:22]1.[CH3:12][C:13](=[O:14])[OH:15].[CH3:1][Si:2]([C:3]#[C:4][CH2:5][CH2:6][CH:7]1[O:8][CH2:9]1)([CH3:10])[CH3:11].[Li+:17]>>[CH3:1][Si:2]([C:3]#[C:4][CH2:5][CH2:6][CH:7]([OH:8])[CH2:9][Br:16])([CH3:10])[CH3:11]. The reactants are C(C1=CC=CC=C1)[C@@H]([C@H]([C@@H]([C@H]1NCCC1)O)O)NC(OC(C)(C)C)=O (tert-butyl (1S,2R,3R)-1-benzyl-2,3-dihydroxy-3-[(2S)-pyrrolidin-2-yl]propylcarbamate), C(=O)(C(F)(F)F)O (TFA). Product: N[C@@H]([C@H]([C@@H](O)[C@H]1NCCC1)O)CC1=CC=CC=C1 ((1S,2R,3R)-3-amino-4-phenyl-1-[(2S)-pyrrolidin-2-yl]butan-1,2-diol), ( 12 ). RXN SMILES: [CH2:1]([C@H:8]([NH:18]C(=O)OC(C)(C)C)[C@@H:9]([OH:17])[C@H:10]([OH:16])[C@@H:11]1[CH2:15][CH2:14][CH2:13][NH:12]1)[C:2]1[CH:7]=[CH:6][CH:5]=[CH:4][CH:3]=1.C(O)(C(F)(F)F)=O>>[NH2:18][C@H:8]([CH2:1][C:2]1[CH:7]=[CH:6][CH:5]=[CH:4][CH:3]=1)[C@@H:9]([OH:17])[C@H:10]([C@@H:11]1[CH2:15][CH2:14][CH2:13][NH:12]1)[OH:16]. Procedure details: The configuration inversion at C-7 of the methyl (5E,7R,8S)-8-[(tert-butoxycarbonyl)amino]-7-hydroxy-9-phenyl-non-5-enoate (4) is obtained in three steps. Initially the amino alcohol (4) is converted to oxazolidinone by treating with methanesulfonyl chloride (Benedetti, F.; Norbedo, S. Tetrahedron Lett. 2000, 39, 10071); thus methyl (5E)-6-[(4S,5S)-4-benzyl-2-oxo-1,3-oxazolidin-5-yl]hex-5-enoate (14) is obtained. The oxazolidinone is reprotected at the nitrogen with di-tert-butyl dicarbonate to ... Starting materials: Oc1ccc(C23CC4CC(CC(C4)C2)C3)cc1, CCOC(=O)C=CCBr. Yields the product CCOC(=O)C=CCOc1ccc(C23CC4CC(CC(C4)C2)C3)cc1. Reaction SMILES: [C:1]12([c:11]3[cH:12][cH:13][c:14]([OH:17])[cH:15][cH:16]3)[CH2:2][CH:3]3[CH2:4][CH:5]([CH2:6][CH:7]([CH2:8]1)[CH2:9]3)[CH2:10]2.[CH2:18]([CH3:19])[O:20][C:21]([CH:22]=[CH:23][CH2:24][Br:25])=[O:26]>>[C:1]12([c:11]3[cH:12][cH:13][c:14]([O:17][CH2:24][CH:23]=[CH:22][C:21]([O:20][CH2:18][CH3:19])=[O:26])[cH:15][cH:16]3)[CH2:2][CH:3]3[CH2:4][CH:5]([CH2:6][CH:7]([CH2:8]1)[CH2:9]3)[CH2:10]2. Starting materials: COc1ccc(CCCCBr)cc1, CC(C)=O, [I-], [Na+]. Product: COc1ccc(CCCCI)cc1. RXN SMILES: [Br:1][CH2:2][CH2:3][CH2:4][CH2:5][c:6]1[cH:7][cH:8][c:9]([O:12][CH3:13])[cH:10][cH:11]1.[CH3:16][C:17](=[O:18])[CH3:19].[I-:15].[Na+:14]>>[CH2:2]([CH2:3][CH2:4][CH2:5][c:6]1[cH:7][cH:8][c:9]([O:12][CH3:13])[cH:10][cH:11]1)[I:15]. Reactants: Cl (HCl), C(#N)C=1C=C(C=CC1)N1[C@@H]2CN([C@H](C1)C2)C2=CC=C(C(=O)OC(C)(C)C)C=C2 (tert-butyl 4-((1S,4S)-5-(3-cyanophenyl)-2,5-diazabicyclo[2.2.1]heptan-2-yl)benzoate). Solvent: [N+](=O)([O-])C (nitromethane). Run at time 2 hour. Product: C(#N)C=1C=C(C=CC1)N1[C@@H]2CN([C@H](C1)C2)C2=CC=C(C(=O)O)C=C2 (4-((1S,4S)-5-(3-cyanophenyl)-2,5-diazabicyclo[2.2.1]heptan-2-yl)benzoic acid). The yield is 43.6%. Reaction SMILES: Cl.[C:2]([C:4]1[CH:5]=[C:6]([N:10]2[CH2:15][C@@H:14]3[CH2:16][C@H:11]2[CH2:12][N:13]3[C:17]2[CH:29]=[CH:28][C:20]([C:21]([O:23]C(C)(C)C)=[O:22])=[CH:19][CH:18]=2)[CH:7]=[CH:8][CH:9]=1)#[N:3]>[N+](C)([O-])=O>[C:2]([C:4]1[CH:5]=[C:6]([N:10]2[CH2:15][C@@H:14]3[CH2:16][C@H:11]2[CH2:12][N:13]3[C:17]2[CH:29]=[CH:28][C:20]([C:21]([OH:23])=[O:22])=[CH:19][CH:18]=2)[CH:7]=[CH:8][CH:9]=1)#[N:3]. Reported procedure: To a saturated mixture of HCl (gas) and nitromethane (25 mL) was added title compound 247 (0.85 g, 2.264 mmol). The clear solution was stirred 2 h then concentrated. The beige residue was triturated with ether overnight and filtered to afford title compound 248 (315 mg, 39%) as a beige solid. LRMS (ESI): (calc.) 319.13. (found) 320.3 (MH)+. Starting materials: C(CCC)[Li] (n-butyllithium), ice, ClC1=C(C(=CC=C1)C1=CC=CC=C1)C=O (3-chloro-[1,1'-biphenyl]-2-carboxaldehyde). The reagents and catalysts are [Br-].C[P+](C1=CC=CC=C1)(C1=CC=CC=C1)C1=CC=CC=C1 ((methyl)triphenylphosphonium bromide). Solvent: O1CCCC1 (tetrahydrofuran), O1CCCC1 (tetrahydrofuran), C(C)OCC (diethyl ether). Run at time 2 hour. Product: ClC=1C(=C(C=CC1)C1=CC=CC=C1)C=C (3-chloro-2-ethenyl-[1,1'-biphenyl]). Yield: 53.6%. Reaction SMILES: [CH2:1]([Li])CCC.[Cl:6][C:7]1[CH:12]=[CH:11][CH:10]=[C:9]([C:13]2[CH:18]=[CH:17][CH:16]=[CH:15][CH:14]=2)[C:8]=1[CH:19]=O>[Br-].C[P+](C1C=CC=CC=1)(C1C=CC=CC=1)C1C=CC=CC=1.O1CCCC1.C(OCC)C>[Cl:6][C:7]1[C:8]([CH:19]=[CH2:1])=[C:9]([C:13]2[CH:18]=[CH:17][CH:16]=[CH:15][CH:14]=2)[CH:10]=[CH:11][CH:12]=1 |f:2.3|. Reported procedure: Under a dry argon atmosphere n-butyllithium (1.3 g, 0.020 mole) was added slowly to a stirred ice cold mixture of (methyl)triphenylphosphonium bromide (7.3 g, 0.0203 mole) in 30 ml of tetrahydrofuran. The mixture was warmed to room temperature, stirred for two hours, and 3-chloro-[1,1'-biphenyl]-2-carboxaldehyde (4.4 g, 0.0203 mole) in 30 ml of tetrahydrofuran added. The reaction mixture was stirred at room temperature for approximately 18 hours, heated at reflux for two hours, then cooled. The ...